This data is from the Open Reaction Database (ORD), a public repository of structured organic reaction records. The task is: describe an organic reaction: reactants, conditions, products, and yield Starting materials: C(C)(C)(C)OC(=O)N1CCC(CC1)NC1=C(SC=C1)C(=O)OC (3-(1-tert-butyloxycarbonylpiperidin-4-ylamino)-2-methoxycarbonylthiophene), [OH-].[Na+] (NaOH). The product is C(C)(C)(C)OC(=O)N1CCC(CC1)NC1=C(SC=C1)C(=O)O (3-(1-tert-butyloxycarbonylpiperidin-4-ylamino)thiophene-2-carboxylic acid). Reaction SMILES: [C:1]([O:5][C:6]([N:8]1[CH2:13][CH2:12][CH:11]([NH:14][C:15]2[CH:19]=[CH:18][S:17][C:16]=2[C:20]([O:22]C)=[O:21])[CH2:10][CH2:9]1)=[O:7])([CH3:4])([CH3:3])[CH3:2].[OH-].[Na+]>>[C:1]([O:5][C:6]([N:8]1[CH2:9][CH2:10][CH:11]([NH:14][C:15]2[CH:19]=[CH:18][S:17][C:16]=2[C:20]([OH:22])=[O:21])[CH2:12][CH2:13]1)=[O:7])([CH3:4])([CH3:2])[CH3:3] |f:1.2|. Procedure: The product from Step 1 is saponified with aqueous NaOH to give 3-(1-tert-butyloxycarbonylpiperidin-4-ylamino)thiophene-2-carboxylic acid. Reported procedure: A solution of 5-bromo-1-methyl-3-[(1-methylpiperidin-4-yl)thio]-1H-indole (19 g, prepared in Example 58) in THF (100 ml) is treated at -78° C. with a solution of butyllithium (31.5 ml, 2.5M in hexane). After 1 hour at this temperature, carbon dioxide is passed into the solution until it is saturated. After one hour, the reaction mixture is left to return to room temperature. The solvent is evaporated off and the residue is taken up with ether to give 1-methyl-3-[(1-methylpiperidin-4-yl)thio]-1H-... The reactants are BrC=1C=C2C(=CN(C2=CC1)C)SC1CCN(CC1)C (5-bromo-1-methyl-3-[(1-methylpiperidin-4-yl)thio]-1H-indole), C(CCC)[Li] (butyllithium), C(=O)=O (carbon dioxide). Product: CN1C=C(C2=CC(=CC=C12)C(=O)O)SC1CCN(CC1)C (1-methyl-3-[(1-methylpiperidin-4-yl)thio]-1H-indole-5-carboxylic acid). Conditions: time 1 hour. Run in C1CCOC1 (THF). Reaction SMILES: Br[C:2]1[CH:3]=[C:4]2[C:8](=[CH:9][CH:10]=1)[N:7]([CH3:11])[CH:6]=[C:5]2[S:12][CH:13]1[CH2:18][CH2:17][N:16]([CH3:19])[CH2:15][CH2:14]1.C([Li])CCC.[C:25](=[O:27])=[O:26]>C1COCC1>[CH3:11][N:7]1[C:8]2[C:4](=[CH:3][C:2]([C:25]([OH:27])=[O:26])=[CH:10][CH:9]=2)[C:5]([S:12][CH:13]2[CH2:18][CH2:17][N:16]([CH3:19])[CH2:15][CH2:14]2)=[CH:6]1.